The task is: describe an organic reaction: reactants, conditions, products, and yield. This data is from the Open Reaction Database (ORD), a public repository of structured organic reaction records. The reactants are CC(=O)C=1C=CC=C(C1)O (3-hydroxyacetophenone), BrCCCCCCCCCCCCCCCCCC (1-bromooctadecane), C([O-])([O-])=O.[K+].[K+] (potassium carbonate). Run in CN(C)C=O (DMF). Product: CCC(CCCCCCCCCCCCCCC)OCC(=O)C1=CC=CC=C1 (3-octadecyloxyacetophenone). The yield is 58.6%. RXN SMILES: [CH3:1][C:2]([C:4]1[CH:5]=[CH:6][CH:7]=[C:8](O)[CH:9]=1)=[O:3].Br[CH2:12][CH2:13][CH2:14][CH2:15][CH2:16][CH2:17][CH2:18][CH2:19][CH2:20][CH2:21][CH2:22][CH2:23][CH2:24][CH2:25][CH2:26][CH2:27][CH2:28][CH3:29].C(=O)([O-])[O-:31].[K+].[K+]>CN(C=O)C>[CH3:12][CH2:13][CH:14]([O:31][CH2:1][C:2]([C:4]1[CH:5]=[CH:6][CH:7]=[CH:8][CH:9]=1)=[O:3])[CH2:15][CH2:16][CH2:17][CH2:18][CH2:19][CH2:20][CH2:21][CH2:22][CH2:23][CH2:24][CH2:25][CH2:26][CH2:27][CH2:28][CH3:29] |f:2.3.4|. Procedure: A mixture of 2.0 g (14.7 mmol) of 3-hydroxyacetophenone, 5.9 g (17.6 mmol) of 1-bromooctadecane and 4.1 g (29.4 mmol) of anhydrous potassium carbonate in 35 ml of anhydrous DMF was stirred and heated at 80° for 45 hours. The solvent was removed under high vacuum, the residue was treated with 50 ml of 0.5 N HCl and the resultant solid was filtered and recrystallized from methanol to give 3.35 g (59% yield, mp 50°-52°) of 3-octadecyloxyacetophenone. The reactants are C(OCCOC)Cl (MEMCl), C(C)(C)N(CC)C(C)C (diisopropyl ethylamine), C(OCCOC)Cl (MEMCl), FC=1C=C(C=CC1C=1C=NC(=CC1)C1=NO[C@@H](C1)CO)N1C(O[C@H](C1)CN1N=NC=C1)=O ((5R)-3-(3-Fluoro-4-{6-[(5S)-5-(hydroxymethyl)-4,5-dihydroisoxazol-3-yl]pyridin-3-yl}phenyl)-5-(1H-1,2,3-triazol-1-ylmethyl)-1,3-oxazolidin-2-one), C(C)(C)N(CC)C(C)C (diisopropyl ethyl amine), COCCOCCl (2-methoxyethoxymethyl chloride). Run in CN(C)C=O (DMF). Run at time 8 hour. Product: FC=1C=C(C=CC1C=1C=NC(=CC1)C1=NO[C@@H](C1)COCOCCOC)N1C(O[C@H](C1)CN1N=NC=C1)=O ((5R)-3-{3-Fluoro-4-[6-((5S)-5-{[(2-methoxyethoxy)methoxy]methyl}-4,5-dihydroisoxazol-3-yl)pyridin-3-yl]phenyl}-5-(1H-1,2,3-triazol-1-ylmethyl)-1,3-oxazolidin-2-one). Yield: 87.0%. RXN SMILES: [F:1][C:2]1[CH:3]=[C:4]([N:21]2[CH2:25][C@H:24]([CH2:26][N:27]3[CH:31]=[CH:30][N:29]=[N:28]3)[O:23][C:22]2=[O:32])[CH:5]=[CH:6][C:7]=1[C:8]1[CH:9]=[N:10][C:11]([C:14]2[CH2:18][C@@H:17]([CH2:19][OH:20])[O:16][N:15]=2)=[CH:12][CH:13]=1.C(N(C(C)C)CC)(C)C.[CH3:42][O:43][CH2:44][CH2:45][O:46][CH2:47]Cl>CN(C=O)C>[F:1][C:2]1[CH:3]=[C:4]([N:21]2[CH2:25][C@H:24]([CH2:26][N:27]3[CH:31]=[CH:30][N:29]=[N:28]3)[O:23][C:22]2=[O:32])[CH:5]=[CH:6][C:7]=1[C:8]1[CH:9]=[N:10][C:11]([C:14]2[CH2:18][C@@H:17]([CH2:19][O:20][CH2:42][O:43][CH2:44][CH2:45][O:46][CH3:47])[O:16][N:15]=2)=[CH:12][CH:13]=1. Procedure details: (5R)-3-(3-Fluoro-4-{6-[(5S)-5-(hydroxymethyl)-4,5-dihydroisoxazol-3-yl]pyridin-3-yl}phenyl)-5-(1H-1,2,3-triazol-1-ylmethyl)-1,3-oxazolidin-2-one (Example 1: 250 mg, 0.57 mmol), diisopropyl ethyl amine (238 μL, 1.37 mmol) and 2-methoxyethoxymethyl chloride (MEMCI) (78 μL, 0.68 mmol) were mixed in dry DMF (5 mL) and stirred at room temperature overnight. More diisopropyl ethylamine (250 μL, 1.44 mmol) and MEMCl (100 μL, 0.88 mmol) were added and it was stirred for another 6 hours. Again MEMCl (90 ... Starting materials: CN(N=C(C1=C(C=CC=C1F)Cl)Cl)S(=O)(=O)C1=CC=C(C=C1)C (N-methyl-N-(p-toluenesulfonyl)-2-chloro-6-fluorobenzohydrazonoyl chloride), ClC=1C=C(C#N)C=C(C1OC1=NC=C(C=C1Cl)C(F)(F)F)Cl (3,5-dichloro-4-(3-chloro-5-trifluoromethylpyridine-2-yloxy)benzonitrile), ClC1=C(C=CC=C1)Cl (o-dichlorobenzene). The reagents and catalysts are [Fe](Cl)(Cl)Cl (iron (III) chloride). The solvent is C(Cl)(Cl)Cl (chloroform). Reaction conditions: temperature 140 celsius, time 30 minute. Yields the product ClC1=C(C(=CC=C1)F)C1=NN(C(=N1)C1=CC(=C(C(=C1)Cl)OC1=NC=C(C=C1Cl)C(F)(F)F)Cl)C (3-(2-chloro-6-fluorophenyl)-5-[3,5-dichloro-4-(3-chloro-5-trifluoromethylpyridine-2-yloxy)phenyl]-1-methyl-1H-1,2,4-triazole). The yield is 40.8%. RXN SMILES: [CH3:1][N:2](S(C1C=CC(C)=CC=1)(=O)=O)[N:3]=[C:4](Cl)[C:5]1[C:10]([F:11])=[CH:9][CH:8]=[CH:7][C:6]=1[Cl:12].[Cl:24][C:25]1[CH:26]=[C:27]([CH:30]=[C:31]([Cl:45])[C:32]=1[O:33][C:34]1[C:39]([Cl:40])=[CH:38][C:37]([C:41]([F:44])([F:43])[F:42])=[CH:36][N:35]=1)[C:28]#[N:29].ClC1C=CC=CC=1Cl>C(Cl)(Cl)Cl.[Fe](Cl)(Cl)Cl>[Cl:12][C:6]1[CH:7]=[CH:8][CH:9]=[C:10]([F:11])[C:5]=1[C:4]1[N:29]=[C:28]([C:27]2[CH:26]=[C:25]([Cl:24])[C:32]([O:33][C:34]3[C:39]([Cl:40])=[CH:38][C:37]([C:41]([F:44])([F:43])[F:42])=[CH:36][N:35]=3)=[C:31]([Cl:45])[CH:30]=2)[N:2]([CH3:1])[N:3]=1. Procedure: A mixture of N-methyl-N-(p-toluenesulfonyl)-2-chloro-6-fluorobenzohydrazonoyl chloride (1.00 g), 3,5-dichloro-4-(3-chloro-5-trifluoromethylpyridine-2-yloxy)benzonitrile (1.00 g), anhydrous iron (III) chloride (0.50 g) and o-dichlorobenzene (5 ml) is stirred at an oil bath temperature of 140° C. for 30 minutes. After cooling, it is dissolved in chloroform (100 ml) and washed with dilute hydrochloric acid, dilute aqueous solution of sodium hydroxide and saline. Then, it is dried over anhydrous mag...